From a dataset of the Open Reaction Database (ORD), a public repository of structured organic reaction records. describe an organic reaction: reactants, conditions, products, and yield Reactants: CC(C)Cc1ccc(-c2noc(-c3ccc(C=O)nc3)n2)cc1, CC(C)Oc1ccc(-c2nc(-c3ccc(CO)cc3)no2)cc1. Yields the product CC(C)Oc1ccc(-c2nc(-c3ccc(C=O)cc3)no2)cc1. Reaction SMILES: [CH2:24]([c:25]1[cH:26][cH:27][c:28](-[c:29]2[n:30][c:31](-[c:32]3[cH:33][cH:34][c:35]([CH:36]=[O:37])[n:38][cH:39]3)[o:40][n:41]2)[cH:42][cH:43]1)[CH:44]([CH3:45])[CH3:46].[CH:1]([CH3:2])([CH3:3])[O:4][c:5]1[cH:6][cH:7][c:8](-[c:11]2[n:12][c:13](-[c:16]3[cH:17][cH:18][c:19]([CH2:22][OH:23])[cH:20][cH:21]3)[n:14][o:15]2)[cH:9][cH:10]1>>[CH:1]([CH3:2])([CH3:3])[O:4][c:5]1[cH:6][cH:7][c:8](-[c:11]2[n:12][c:13](-[c:16]3[cH:17][cH:18][c:19]([CH:22]=[O:23])[cH:20][cH:21]3)[n:14][o:15]2)[cH:9][cH:10]1. Starting materials: amine, E1, C([O-])([O-])=O.[K+].[K+] (potassium carbonate), FC=1C=C(C=C(C1)F)C1(CNCC1)O (3-(3,5-difluorophenyl)-pyrrolidin-3-ol), C(C)#N (acetonitrile), C(C(=O)O)(=O)O (oxalic acid). The solvent is CO (methanol). Yields the product FC=1C=C(C=C(C1)F)C1(CN(CC1)CCOC)O ((+)-3-(3,5-DIFLUOROPHENYL)-1-(2-METHOXYETHYL)PYRROLIDIN-3-OL). RXN SMILES: [F:1][C:2]1[CH:3]=[C:4]([C:9]2([OH:14])[CH2:13][CH2:12][NH:11][CH2:10]2)[CH:5]=[C:6]([F:8])[CH:7]=1.[C:15](#N)[CH3:16].[C:18](=O)([O-])[O-:19].[K+].[K+].C(O)(=O)C(O)=O>CO>[F:1][C:2]1[CH:3]=[C:4]([C:9]2([OH:14])[CH2:13][CH2:12][N:11]([CH2:16][CH2:15][O:19][CH3:18])[CH2:10]2)[CH:5]=[C:6]([F:8])[CH:7]=1 |f:2.3.4|. Reported procedure: Preparation according to Example 51: Enantiomer E1 of 3-(3,5-difluorophenyl)-pyrrolidin-3-ol (0.18 g, 0.92 mmol), acetonitrile (6 mL), potassium carbonate (0.25 g, 1.84 mmol) and 2-bromo ethyl methyl eter (0.09 mL, 0.92 mmol). Flash chromatography on silica gel (ethyl acetate/methanol, 10:1). Yield: 0.118 g. [α]D=+22.3° (methanol). The amine was converted to the oxalic acid salt and recrystallized from methanol/diisopropyl ether: M.p. 131-132° C.; MS m/z (relative intensity, 70 eV) 257 (M+, 2), ...